This data is from the Open Reaction Database (ORD), a public repository of structured organic reaction records. The task is: describe an organic reaction: reactants, conditions, products, and yield Reactants: [Ag+2], O=c1cc(Br)cc[nH]1, O=C([O-])[O-], COCCCI, c1ccccc1. Yields the product COCCCOc1cc(Br)ccn1. As a reaction SMILES: [Ag+2:25].[Br:7][c:8]1[cH:9][c:10](=[O:14])[nH:11][cH:12][cH:13]1.[C:21](=[O:22])([O-:23])[O-:24].[I:1][CH2:2][CH2:3][CH2:4][O:5][CH3:6].[cH:15]1[cH:16][cH:17][cH:18][cH:19][cH:20]1>>[CH2:2]([CH2:3][CH2:4][O:5][CH3:6])[O:14][c:10]1[cH:9][c:8]([Br:7])[cH:13][cH:12][n:11]1. The reactants are FC1=C(C(=CC=C1F)F)C(C)(C)O (2-(2,3,6-trifluorophenyl)propan-2-ol), FC1=CC=C(C=C1)N1C(=NC=C1C(=O)O)SC(C1=CC=CC=C1)(C1=CC=CC=C1)C1=CC=CC=C1 (1-(4-fluorophenyl)-2-(tritylthio)-1H-imidazole-5-carboxylic acid), CCOC(=O)C (EtOAc). Reagents/catalysts: [I-].[Zn+2].[I-] (zinc iodide). Solvent: C(Cl)Cl (CH2Cl2). Reaction conditions: time 8 hour. The product is FC1=CC=C(C=C1)N1C(=NC=C1C(=O)OCC)SC(C)(C)C1=C(C(=CC=C1F)F)F (ethyl 1-(4-fluorophenyl)-2-((2-(2,3,6-trifluorophenyl)propaN-2-yl)thio)-1H-imidazole-5-carboxylate). Reaction SMILES: [F:1][C:2]1[C:7]([F:8])=[CH:6][CH:5]=[C:4]([F:9])[C:3]=1[C:10](O)([CH3:12])[CH3:11].[F:14][C:15]1[CH:20]=[CH:19][C:18]([N:21]2[C:25]([C:26]([OH:28])=[O:27])=[CH:24][N:23]=[C:22]2[S:29]C(C2C=CC=CC=2)(C2C=CC=CC=2)C2C=CC=CC=2)=[CH:17][CH:16]=1.[CH3:49][CH2:50]OC(C)=O>C(Cl)Cl.[I-].[Zn+2].[I-]>[F:14][C:15]1[CH:16]=[CH:17][C:18]([N:21]2[C:25]([C:26]([O:28][CH2:49][CH3:50])=[O:27])=[CH:24][N:23]=[C:22]2[S:29][C:10]([C:3]2[C:4]([F:9])=[CH:5][CH:6]=[C:7]([F:8])[C:2]=2[F:1])([CH3:12])[CH3:11])=[CH:19][CH:20]=1 |f:4.5.6|. Procedure details: To a solution of 2-(2,3,6-trifluorophenyl)propan-2-ol (74) (0.73 g, 3.8 mmol) and ethyl 1-(4-fluorophenyl)-2-mercapto-1H-imidazole-5-carboxylate (6) (1.12 g, 4.2 mmol) in CH2Cl2 (5 mL) was added zinc iodide (1.7 g, 5.3 mmol) at room temperature. The mixture was stirred at room temperature overnight. The reaction was diluted with EtOAc and washed with 0.5 N NaOH, water, brine, dried over sodium sulfate, filtered and concentrated in vacuo. The residue was purified by flash column chromatography on... The reactants are C[Si](C)(C)C#N, CC(=O)O, COc1ccc(N)cn1, [NH4+], O=C1CCCCC1, [OH-]. The product is COc1ccc(NC2(C#N)CCCCC2)cn1. As a reaction SMILES: [CH3:17][Si:18]([CH3:19])([CH3:20])[C:21]#[N:22].[CH3:25][C:26](=[O:27])[OH:28].[NH2:1][c:2]1[cH:3][cH:4][c:5]([O:8][CH3:9])[n:6][cH:7]1.[NH4+:23].[O:10]=[C:11]1[CH2:12][CH2:13][CH2:14][CH2:15][CH2:16]1.[OH-:24]>>[NH:1]([c:2]1[cH:3][cH:4][c:5]([O:8][CH3:9])[n:6][cH:7]1)[C:11]1([C:21]#[N:22])[CH2:12][CH2:13][CH2:14][CH2:15][CH2:16]1. Starting materials: ClC1=CC=C(C=C1)C1=NOC(=C1C=1N=CNC1)C(F)(F)F (3-(4-chloro-phenyl)-4-(1H-imidazol-4-yl)-5-trifluoromethyl-isoxazole), FC1=CC=C(C=C1)C(F)(F)F (4-fluorobenzotrifluoride). Yields the product ClC1=CC=C(C=C1)C1=NOC(=C1C=1N=CN(C1)C1=CC=C(C=C1)C(F)(F)F)C(F)(F)F (3-(4-Chloro-phenyl)-5-trifluoromethyl-4-[1-(4-trifluoromethyl-phenyl)-1H-imidazol-4-yl]-isoxazole). Yield: 34.0%. RXN SMILES: [Cl:1][C:2]1[CH:7]=[CH:6][C:5]([C:8]2[C:12]([C:13]3[N:14]=[CH:15][NH:16][CH:17]=3)=[C:11]([C:18]([F:21])([F:20])[F:19])[O:10][N:9]=2)=[CH:4][CH:3]=1.F[C:23]1[CH:28]=[CH:27][C:26]([C:29]([F:32])([F:31])[F:30])=[CH:25][CH:24]=1>>[Cl:1][C:2]1[CH:7]=[CH:6][C:5]([C:8]2[C:12]([C:13]3[N:14]=[CH:15][N:16]([C:23]4[CH:28]=[CH:27][C:26]([C:29]([F:32])([F:31])[F:30])=[CH:25][CH:24]=4)[CH:17]=3)=[C:11]([C:18]([F:21])([F:19])[F:20])[O:10][N:9]=2)=[CH:4][CH:3]=1. Procedure: As described for Example 44, 3-(4-chloro-phenyl)-4-(1H-imidazol-4-yl)-5-trifluoromethyl-isoxazole (100 mg, 0.32 mmol), using 4-fluorobenzotrifluoride instead of 4-fluoroacetophenone, was converted to the title compound (50 mg, 34%) which was obtained as a white solid. MS: m/e=458.1 [M+H]+.